From a dataset of the Open Reaction Database (ORD), a public repository of structured organic reaction records. describe an organic reaction: reactants, conditions, products, and yield Starting materials: C(CCC)[N+](CCCC)(CCCC)CCCC.C(C1=CC=CC=C1)OC(=O)N[C@@H]1C(N([C@H]1C)S(=O)(=O)[O-])=O ((3S-trans)-3-[(Benzyloxycarbonyl)amino]-4-methyl-2-oxo-1-azetidinesulfonic acid tetra-n-butylammonium salt). Reagents/catalysts: [Pd] (palladium on charcoal). Solvent: C(C)O (ethanol). The product is N[C@@H]1C(N([C@H]1C)S(=O)(=O)O)=O ((3S-trans)-3-Amino-4-methyl-2-oxo-1-azetidinesulfonic acid). Reaction SMILES: C([N+](CCCC)(CCCC)CCCC)CCC.C(OC([NH:28][C@H:29]1[C@H:32]([CH3:33])[N:31]([S:34]([O-:37])(=[O:36])=[O:35])[C:30]1=[O:38])=O)C1C=CC=CC=1>C(O)C.[Pd]>[NH2:28][C@H:29]1[C@H:32]([CH3:33])[N:31]([S:34]([OH:37])(=[O:35])=[O:36])[C:30]1=[O:38] |f:0.1|. Reported procedure: (3S-trans)-3-[(Benzyloxycarbonyl)amino]-4-methyl-2-oxo-1-azetidinesulfonic acid tetra-n-butylammonium salt is dissolved in 250 ml of ethanol and 0.8 g of 5% palladium on charcoal is added. Hydrogen is bubbled through the stirred mixture for 90 minutes and the catalyst is filtered out. The addition of 12 ml of formic acid causes an immediate precipitation of the title compound which is filtered and dried. A second crop of the title compound is obtained upon concentration of the filtrate and the a... Starting materials: C1(CCCC1)CONC(=O)C1=C(C=CC=C1)NCC=1C=CC(=C(C(=O)O)C1)F (5-[(2-Cyclopentylmethoxycarbamoyl-phenylamino)-methyl]-2-fluoro-benzoic acid), NCCCO (3-amino-propan-1-ol). Product: C1(CCCC1)CONC(=O)C1=C(C=CC=C1)NCC=1C=CC(=C(C(=O)NCCCO)C1)F (5-[(2-Cyclopentylmethoxycarbamoyl-phenylamino)-methyl]-2-fluoro-N-(3-hydroxypropyl)-benzamide). As a reaction SMILES: [CH:1]1([CH2:6][O:7][NH:8][C:9]([C:11]2[CH:16]=[CH:15][CH:14]=[CH:13][C:12]=2[NH:17][CH2:18][C:19]2[CH:20]=[CH:21][C:22]([F:28])=[C:23]([CH:27]=2)[C:24](O)=[O:25])=[O:10])[CH2:5][CH2:4][CH2:3][CH2:2]1.[NH2:29][CH2:30][CH2:31][CH2:32][OH:33]>>[CH:1]1([CH2:6][O:7][NH:8][C:9]([C:11]2[CH:16]=[CH:15][CH:14]=[CH:13][C:12]=2[NH:17][CH2:18][C:19]2[CH:20]=[CH:21][C:22]([F:28])=[C:23]([CH:27]=2)[C:24]([NH:29][CH2:30][CH2:31][CH2:32][OH:33])=[O:25])=[O:10])[CH2:2][CH2:3][CH2:4][CH2:5]1. Procedure details: Prepared by a similar procedure as described for the preparation of Example 499, starting from 5-[(2-cyclopentylmethoxycarbamoyl-phenylamino)-methyl]-2-fluoro-benzoic acid (Example 496) and 3-amino-propan-1-ol. Reactants: Cc1cc(S(=O)(=O)Cl)c(Cl)cc1Cl, ClCCl, Cl, c1ccncc1, CNCCN1CCN(c2nc3ccccc3[nH]2)CC1. The product is Cc1cc(S(=O)(=O)N(C)CCN2CCN(c3nc4ccccc4[nH]3)CC2)c(Cl)cc1Cl. As a reaction SMILES: [Cl:1][c:2]1[c:3]([S:10](=[O:11])(=[O:12])[Cl:13])[cH:4][c:5]([CH3:9])[c:6]([Cl:8])[cH:7]1.[Cl:40][CH2:41][Cl:42].[ClH:14].[cH:34]1[cH:35][cH:36][n:37][cH:38][cH:39]1.[nH:15]1[c:16]([N:24]2[CH2:25][CH2:26][N:27]([CH2:30][CH2:31][NH:32][CH3:33])[CH2:28][CH2:29]2)[n:17][c:18]2[c:19]1[cH:20][cH:21][cH:22][cH:23]2>>[Cl:1][c:2]1[c:3]([S:10](=[O:11])(=[O:12])[N:32]([CH2:31][CH2:30][N:27]2[CH2:26][CH2:25][N:24]([c:16]3[nH:15][c:19]4[c:18]([n:17]3)[cH:23][cH:22][cH:21][cH:20]4)[CH2:29][CH2:28]2)[CH3:33])[cH:4][c:5]([CH3:9])[c:6]([Cl:8])[cH:7]1. Starting materials: C(C)OC(=O)CCCCCCN1C(=O)NC(=O)C1CCCCCCCC (1-(6-ethoxycarbonylhexyl)-5-octylhydantoin), C(CCC)N1C(N(C(C1=O)CCCCCCCC)CCCCCCC(=O)OCC)=O (3-butyl-1-(6-ethoxycarbonylhexyl)-5-octylhydantoin). Product: C(=O)(O)CCCCCCN1C(=O)NC(=O)C1CCCCCCCC (6-carboxyhexyl-5-octylhydantoin). RXN SMILES: C([O:3][C:4]([CH2:6][CH2:7][CH2:8][CH2:9][CH2:10][CH2:11][N:12]1[CH:18]([CH2:19][CH2:20][CH2:21][CH2:22][CH2:23][CH2:24][CH2:25][CH3:26])[C:16](=[O:17])[NH:15][C:13]1=[O:14])=[O:5])C.C(N1C(=O)C(CCCCCCCC)N(CCCCCCC(OCC)=O)C1=O)CCC>>[C:4]([CH2:6][CH2:7][CH2:8][CH2:9][CH2:10][CH2:11][N:12]1[CH:18]([CH2:19][CH2:20][CH2:21][CH2:22][CH2:23][CH2:24][CH2:25][CH3:26])[C:16](=[O:17])[NH:15][C:13]1=[O:14])([OH:5])=[O:3]. Procedure: By the method of Example 92, 1-(6-ethoxycarbonylhexyl)-5-octylhydantoin was converted into 3-butyl-1-(6-ethoxycarbonylhexyl)-5-octylhydantoin, which was hydrolysed to give 3-butyl-1-(6-carboxyhexyl-5-octylhydantoin as a colourless oil. The reactants are C([C@@H]1[C@H]([C@@H]([C@H]([C@H](O1)OC[C@@H]2[C@H]([C@@H]([C@H](C(O2)O)O)O)O)O)O)O)O (isomaltose), C (charcoal). Yields the product C([C@@H]1[C@H]([C@@H]([C@H]([C@H](O1)OC[C@H]([C@H]([C@@H]([C@H](CO)O)O)O)O)O)O)O)O (isomaltitol). Yield: 80.0%. RXN SMILES: [CH2:1]([OH:23])[C@H:2]1[O:7][C@H:6]([O:8][CH2:9][C@H:10]2[O:15][CH:14]([OH:16])[C@H:13]([OH:17])[C@@H:12]([OH:18])[C@@H:11]2[OH:19])[C@H:5]([OH:20])[C@@H:4]([OH:21])[C@@H:3]1[OH:22].C>>[CH2:1]([OH:23])[C@H:2]1[O:7][C@H:6]([O:8][CH2:9][C@@H:10]([OH:15])[C@@H:11]([OH:19])[C@H:12]([OH:18])[C@@H:13]([OH:17])[CH2:14][OH:16])[C@H:5]([OH:20])[C@@H:4]([OH:21])[C@@H:3]1[OH:22]. Procedure: An isomaltose content syrup, obtained by the method in Example A-1, was hydrogenated in accordance with the method in Experiment 36, and the resulting mixture was in a usual manner decolored with an activated charcoal, desalted for purification with ion-exchange resins in H- and OH-forms, and concentrated to give a concentration of about 73%. The concentrate was spray dried in a usual manner to obtain a high isomaltitol content powder, containing 43.3% of isomaltitol, 37.8% of ring-opened tetras... The reactants are COc1cc(CC2C(=O)OCC2Cc2ccc(OC)c(OC)c2)ccc1O, CN(C)C(=O)Cl, CN(C)c1ccncc1, [Cl-], ClCCl, [NH4+]. Yields the product COc1ccc(CC2COC(=O)C2Cc2ccc(OC(=O)N(C)C)c(OC)c2)cc1OC. As a reaction SMILES: [CH3:1][O:2][c:3]1[cH:4][c:5]([CH2:6][CH:7]2[CH:8]([CH2:13][c:14]3[cH:15][c:16]([O:21][CH3:22])[c:17]([OH:20])[cH:18][cH:19]3)[C:9](=[O:12])[O:10][CH2:11]2)[cH:23][cH:24][c:25]1[O:26][CH3:27].[CH3:28][N:29]([C:30](=[O:31])[Cl:32])[CH3:33].[CH3:39][N:40]([c:41]1[cH:42][cH:43][n:44][cH:45][cH:46]1)[CH3:47].[Cl-:34].[Cl:36][CH2:37][Cl:38].[NH4+:35]>>[CH3:1][O:2][c:3]1[cH:4][c:5]([CH2:6][CH:7]2[CH:8]([CH2:13][c:14]3[cH:15][c:16]([O:21][CH3:22])[c:17]([O:20][C:30]([N:29]([CH3:28])[CH3:33])=[O:31])[cH:18][cH:19]3)[C:9](=[O:12])[O:10][CH2:11]2)[cH:23][cH:24][c:25]1[O:26][CH3:27]. Starting materials: C(C1=CC=CC=C1)([O-])=N (benzimidate), N (ammonia), Cl (Hydrogen chloride), C(#N)C1=CC=C(C=C1)C=CC1=CC=CC=C1 (4-cyanostilbene), Cl.C(C)OC(C1=CC=C(C=C1)C=CC1=CC=CC=C1)=N (ethyl-4-styrylbenzimidate hydrochloride). Run in CO (methanol), C1=CC=CC=C1 (benzene), C(C)O (ethanol). Conditions: temperature 100 celsius. Yields the product Cl.C(=CC1=CC=CC=C1)C1=CC=C(C(=N)N)C=C1 (4-styrylbenzamidine hydrochloride). Reaction SMILES: [ClH:1].[C:2]([C:4]1[CH:9]=[CH:8][C:7]([CH:10]=[CH:11][C:12]2[CH:17]=[CH:16][CH:15]=[CH:14][CH:13]=2)=[CH:6][CH:5]=1)#[N:3].Cl.C(OC(=[NH:37])C1C=CC(C=CC2C=CC=CC=2)=CC=1)C.C(=N)([O-])C1C=CC=CC=1.N>CO.C(O)C.C1C=CC=CC=1>[ClH:1].[CH:10]([C:7]1[CH:8]=[CH:9][C:4]([C:2]([NH2:37])=[NH:3])=[CH:5][CH:6]=1)=[CH:11][C:12]1[CH:17]=[CH:16][CH:15]=[CH:14][CH:13]=1 |f:2.3,9.10|. Reported procedure: Hydrogen chloride is bubbled through a mixture of 4-cyanostilbene (13.5 g., 0.065 mole), obtained according to the method of Belgian Pat. No. 641,415 (Chem. Abs. 63: 3092 g (1965)), in 35 ml. of dry benzene and 17.5 ml. of absolute ethanol at 0° to 5° C. for a period of 3 hr. The reaction is maintained at 0° to 5° C. for 48 hr. and the solvent and excess hydrogen chloride removed under reduced pressure. The residue stirred with 50 ml. of dry benzene and collected provides 13.0 g. of ethyl-4-styr... The reactants are Cl[Sn](Cl)(Cl)Cl (SnCl4), C(=O)(O)[O-].[Na+] (NaHCO3), C(C)OP(OCC)(=O)C=CC1OC(C(C1)C(C1=CC=CC=C1)=O)C(C1=CC=CC=C1)=O ([2-(4,5-Dibenzoyl-tetrahydro-furan-2-yl)-vinyl]-phosphonic acid diethyl ester), N1=CN=C2N=CNC2=C1N (adenine), CC#N (CH3CN), CC#N (CH3CN). Run in O (water). Run at time 20 hour. The product is NC1=C2N=CN(C2=NC=N1)C1OC(CC1OC(C1=CC=CC=C1)=O)C=CP(=O)(OCC)OCC (Benzoic acid 2-(6-amino-purin-9-yl)-5-[2-(diethoxy-phosphoryl)-vinyl]-tetrahydro-furan-3-yl ester). Yield: 48.0%. RXN SMILES: [CH2:1]([O:3][P:4]([CH:9]=[CH:10][CH:11]1[CH2:15][CH:14](C(=O)C2C=CC=CC=2)[CH:13](C(=O)C2C=CC=CC=2)[O:12]1)(=[O:8])[O:5][CH2:6][CH3:7])[CH3:2].[N:32]1[C:40]([NH2:41])=[C:39]2[C:35]([N:36]=[CH:37][NH:38]2)=[N:34][CH:33]=1.Cl[Sn](Cl)(Cl)Cl.[C:47]([O-:50])(O)=[O:48].[Na+].[CH3:52][C:53]#N>O>[NH2:41][C:40]1[N:32]=[CH:33][N:34]=[C:35]2[C:39]=1[N:38]=[CH:37][N:36]2[CH:13]1[CH:14]([O:50][C:47](=[O:48])[C:53]2[CH:52]=[CH:15][CH:11]=[CH:10][CH:9]=2)[CH2:15][CH:11]([CH:10]=[CH:9][P:4]([O:3][CH2:1][CH3:2])([O:5][CH2:6][CH3:7])=[O:8])[O:12]1 |f:3.4|. Procedure: Compound 9.8 (430 mg, 0.907 mmol) and adenine (135 mg, 1.0 mmol) was dissolved in 10 mL anhydrous CH3CN. The mixture was treated with SnCl4 (0.234 mL, 2.0 mmol) and stirred at r.t. for 20 h. The mixture was cooled to 0° C., treated with NaHCO3 (2 g), water (2 mL), and stirred for 2 h. The mixture was diluted with CH3CN, filtered, and concentrated under reduced pressure. The residue was subjected to a silica gel column chromatography eluting with EtOAc to 20% MeOH in EtOAc to yield compound 12.1 ... The reactants are BrCC1=CSC=C1 (3(bromomethyl)thiophene), COC([O-])C.[Na+] (sodium methoxyethoxide), COC(C)O (methoxyethanol). Solvent: C(Cl)(Cl)(Cl)Cl (carbon tetrachloride). The product is COCCOCC1=CSC=C1 (3-(methoxyethoxymethyl)thiophene). The yield is 50.0%. Reaction SMILES: Br[CH2:2][C:3]1[CH:7]=[CH:6][S:5][CH:4]=1.[CH3:8][O:9][CH:10]([CH3:12])[O-].[Na+].C[O:15]C(O)C>C(Cl)(Cl)(Cl)Cl>[CH3:8][O:9][CH2:10][CH2:12][O:15][CH2:2][C:3]1[CH:7]=[CH:6][S:5][CH:4]=1 |f:1.2|. Reported procedure: A solution of 3(bromomethyl)thiophene (6.2 g, 0.035 mol) in carbon tetrachloride (25 ml) was added to a solution of sodium methoxyethoxide (8.9 g, 0.09 mol) in methoxyethanol (90 ml) and the mixture was heated under reflux for 2 hours. After cooling to room temperature, the solvent mixture was removed under reduced pressure and the resultant oil was dissolved in dichloromethane (100 ml), extracted with distilled water (2×100 ml) and dried over potassium carbonate. After removal of the solvent, t... Starting materials: FC=1C=C(C=CC1)O (3-fluorophenol), C(C)(C)(C)OC(=O)N1[C@@H](C[C@H](C1)O)C(=O)N1CCN(CCC1)C1CCC1 ((2S,4R)-2-(4-cyclobutyl-[1,4]diazepane-1-carbonyl)-4-hydroxy-pyrrolidine-1-carboxylic acid tert-butyl ester), C1(=CC=CC=C1)P(C1=CC=CC=C1)C1=CC=CC=C1 (triphenylphosphine). Run in C(Cl)Cl (CH2Cl2). Yields the product C(C)(C)(C)OC(=O)N1[C@@H](CC(C1)OC1=CC(=CC=C1)F)C(=O)N1CCN(CCC1)C1CCC1 ((2S)-2-(4-Cyclobutyl-[1,4]diazepane-1-carbonyl)-4-(3-fluoro-phenoxy)-pyrrolidine-1-carboxylic acid tert-butyl ester). Reaction SMILES: [F:1][C:2]1[CH:3]=[C:4]([OH:8])[CH:5]=[CH:6][CH:7]=1.[C:9]([O:13][C:14]([N:16]1[CH2:20][C@H:19](O)[CH2:18][C@H:17]1[C:22]([N:24]1[CH2:30][CH2:29][CH2:28][N:27]([CH:31]2[CH2:34][CH2:33][CH2:32]2)[CH2:26][CH2:25]1)=[O:23])=[O:15])([CH3:12])([CH3:11])[CH3:10].C1(P(C2C=CC=CC=2)C2C=CC=CC=2)C=CC=CC=1>C(Cl)Cl>[C:9]([O:13][C:14]([N:16]1[CH2:20][CH:19]([O:8][C:4]2[CH:5]=[CH:6][CH:7]=[C:2]([F:1])[CH:3]=2)[CH2:18][C@H:17]1[C:22]([N:24]1[CH2:30][CH2:29][CH2:28][N:27]([CH:31]2[CH2:32][CH2:33][CH2:34]2)[CH2:26][CH2:25]1)=[O:23])=[O:15])([CH3:12])([CH3:10])[CH3:11]. Procedure details: Reaction of 3-fluorophenol and (2S,4R)-2-(4-cyclobutyl-[1,4]diazepane-1-carbonyl)-4-hydroxy-pyrrolidine-1-carboxylic acid tert-butyl ester was performed as described in Example 11, using resin bound triphenylphosphine and CH2Cl2 to give the title compound as a mixture of diastereomers (89:11), as determined by chiral SFC. MS (ESI): mass calcd. for C25H36FN3O4, 461.27; m/z found, 462.3 [M+H]+. 1H NMR (CDCl3): 7.25-7.16 (m, 1H), 6.69-6.53 (m, 3H), 5.01-4.69 (m, 2H), 3.89-3.42 (m, 6H), 2.92-2.79 (m...